The task is: describe an organic reaction: reactants, conditions, products, and yield. This data is from the Open Reaction Database (ORD), a public repository of structured organic reaction records. The reactants are N([C@@H](C(C)C)C(=O)NCC(=O)N[C@@H](C)C(=O)N1[C@H](C(=O)N)CCC1)C(=O)OCC1=CC=CC=C1 (Z-Val-Gly-Ala-Pro-NH2), [H][H] (hydrogen). Reagents/catalysts: [Pd] (palladium on charcoal). The solvent is CO (methanol). The product is N[C@@H](C(C)C)C(=O)NCC(=O)N[C@@H](C)C(=O)N1[C@H](C(=O)N)CCC1 (H-Val-Gly-Ala-Pro-NH2). As a reaction SMILES: [NH:1](C(OCC1C=CC=CC=1)=O)[C@H:2]([C:6]([NH:8][CH2:9][C:10]([NH:12][C@H:13]([C:15]([N:17]1[CH2:24][CH2:23][CH2:22][C@H:18]1[C:19]([NH2:21])=[O:20])=[O:16])[CH3:14])=[O:11])=[O:7])[CH:3]([CH3:5])[CH3:4].[H][H]>CO.[Pd]>[NH2:1][C@H:2]([C:6]([NH:8][CH2:9][C:10]([NH:12][C@H:13]([C:15]([N:17]1[CH2:24][CH2:23][CH2:22][C@H:18]1[C:19]([NH2:21])=[O:20])=[O:16])[CH3:14])=[O:11])=[O:7])[CH:3]([CH3:4])[CH3:5]. Procedure: 1.1 g of Z-Val-Gly-Ala-Pro-NH2 are dissolved in 50 ml of 80 % strength methanol and the solution is hydrogenated in the presence of 0.3 g of palladium on charcoal (10 % Pd). When the hydrogen uptake has ended the catalyst is filtered off, the solution evaporated and the residue dried in a high vacuum at 35° C. bath temperature. Hereupon the tetrapeptide H-Val-Gly-Ala-Pro-NH 2 is obtained as a colourless substance, Rf-Value = 0.20 (silica gel plates, system chloroform-methanol = 1:1). Reactants: CO, COC(=O)c1cnc2c(c1)OCCc1nc(-c3ccnn3C(C)C)cn1-2, Cl, [Li+], C1CCOC1, [OH-]. Yields the product CC(C)n1nccc1-c1cn2c(n1)CCOc1cc(C(=O)O)cnc1-2. RXN SMILES: [CH3:30][OH:31].[CH:1]([CH3:2])([CH3:3])[n:4]1[n:5][cH:6][cH:7][c:8]1-[c:9]1[n:10][c:11]2[n:12]([cH:26]1)-[c:13]1[c:14]([cH:18][c:19]([C:22](=[O:23])[O:24][CH3:25])[cH:20][n:21]1)[O:15][CH2:16][CH2:17]2.[ClH:29].[Li+:28].[O:32]1[CH2:33][CH2:34][CH2:35][CH2:36]1.[OH-:27]>>[CH:1]([CH3:2])([CH3:3])[n:4]1[n:5][cH:6][cH:7][c:8]1-[c:9]1[n:10][c:11]2[n:12]([cH:26]1)-[c:13]1[c:14]([cH:18][c:19]([C:22](=[O:23])[OH:24])[cH:20][n:21]1)[O:15][CH2:16][CH2:17]2. Reactants: C(C(CCCCCCCCCCCCC)O)O (1,2-pentadecanediol), C(C(CCCCCCCCCCCCCC)O)O (1,2-hexadecanediol), C(C(CCCCCCCCCCCCCCC)O)O (1,2-heptadecanediol), C(C(CCCCCCCCCCCCCCCC)O)O (1,2-octadecanediol), P(OC)(OC)O (dimethyl hydrogen phosphite), crude product. Run in CO (methanol). Run at temperature 70 celsius, time 2 hour. Yields the product C(CCCCCCCCCCCCCC)(O)O.C(CCCCCCCCCCCCCCCCC)(O)O (Pentadecanediol Octadecanediol). As a reaction SMILES: [CH2:1]([OH:17])[CH:2]([OH:16])[CH2:3][CH2:4][CH2:5][CH2:6][CH2:7][CH2:8][CH2:9][CH2:10][CH2:11][CH2:12][CH2:13][CH2:14][CH3:15].C(O)C([OH:34])CCCCCCCCCCCCCC.C(O)C(O)CCCCCCCCCCCCCCC.[CH2:55]([OH:74])[CH:56](O)[CH2:57][CH2:58][CH2:59][CH2:60][CH2:61][CH2:62][CH2:63][CH2:64][CH2:65][CH2:66][CH2:67][CH2:68][CH2:69][CH2:70][CH2:71][CH3:72].P(O)(OC)OC>CO>[CH:1]([OH:17])([OH:34])[CH2:2][CH2:3][CH2:4][CH2:5][CH2:6][CH2:7][CH2:8][CH2:9][CH2:10][CH2:11][CH2:12][CH2:13][CH2:14][CH3:15].[CH:55]([OH:74])([OH:16])[CH2:56][CH2:57][CH2:58][CH2:59][CH2:60][CH2:61][CH2:62][CH2:63][CH2:64][CH2:65][CH2:66][CH2:67][CH2:68][CH2:69][CH2:70][CH2:71][CH3:72] |f:6.7|. Procedure details: Approximately 360 g of the 1,2-mixed pentadecanedioloctadecanediol (obtained from Viking Chemical Co. as Vikol 158 containing about 28% 1,2-pentadecanediol, about 28% 1,2-hexadecanediol, about 28% 1,2-heptadecanediol and about 16% 1,2-octadecanediol) were charged to a glass reactor equipped with heater, agitator, Dean-Stark tube with condenser and provision for blanketing the vapor space with nitrogen. The contents were heated to 70° C. to liquify and 55 g of dimethyl hydrogen phosphite were slo... Starting materials: BrCC(=O)C=1OC=CC1 (2-Bromo-1-furan-2-yl-ethanone), NC=1SC2=C(N1)C=CC=C2 (2-aminobenzothiazole). Yields the product Br.O1C(=CC=C1)C=1N=C2SC3=C(N2C1)C=CC=C3 (2-Furan-2-yl-imidazo[2,1-b]benzothiazole hydrobromide salt). The yield is 30.0%. RXN SMILES: [Br:1][CH2:2][C:3]([C:5]1[O:6][CH:7]=[CH:8][CH:9]=1)=O.[NH2:10][C:11]1[S:12][C:13]2[CH:19]=[CH:18][CH:17]=[CH:16][C:14]=2[N:15]=1>>[BrH:1].[O:6]1[CH:7]=[CH:8][CH:9]=[C:5]1[C:3]1[N:10]=[C:11]2[N:15]([CH:2]=1)[C:14]1[CH:16]=[CH:17][CH:18]=[CH:19][C:13]=1[S:12]2 |f:2.3|. Procedure: The title compound is prepared from 2-Bromo-1-furan-2-yl-ethanone and 2-aminobenzothiazole using method B in 30% yield: mp>250° C. (dec); 1H-NMR (DMSO-d6) 6.63 (s, 1H), 6.78 (s, 1H), 7.48 (t, 1H), 7.60 (t, 1H), 7.77 (s, 1H), 8.09 (d, 1H), 8.13 (d, 1H), 8.68 (s, 1H); Anal. (C13H9BrN2OS ⅔ H2O) C, H, N. The reactants are O.[OH-].[Li+] (lithium hydroxide monohydrate), solution, O1CCCC1 (tetrahydrofuran), C=1(C(=CC=CC1)C(=O)CN1C(C(CN(C2=C1C=C(C=C2)C)C(C(C)(C)C)=O)NC(=O)NC2=CC(=C(C=C2)Cl)C(=O)OC)=O)C (1-[1-(2-Toluoylmethyl)-2-oxo-5-pivaloyl-8-methyl-1,3,4,5-tetrahydro-2H-1,5-benzodiazepin-3-yl]-3-(3-methoxycarbonyl-4-chlorophenyl)urea). Solvent: CO (methanol). Product: ClC1=C(C(=O)O)C=C(C=C1)NC(=O)NC1CN(C2=C(N(C1=O)CC(=O)C=1C(=CC=CC1)C)C=C(C=C2)C)C(C(C)(C)C)=O (2-chloro-5-[3-[1-(2-toluoylmethyl)-2-oxo-5-pivaloyl-8-methyl-1,3,4,5-tetrahydro-2H-1,5-benzodiazepin-3-yl]ureido]benzoic acid). Yield: 64.7%. As a reaction SMILES: [C:1]1([CH3:44])[C:2]([C:7]([CH2:9][N:10]2[C:16]3[CH:17]=[C:18]([CH3:21])[CH:19]=[CH:20][C:15]=3[N:14]([C:22](=[O:27])[C:23]([CH3:26])([CH3:25])[CH3:24])[CH2:13][CH:12]([NH:28][C:29]([NH:31][C:32]3[CH:37]=[CH:36][C:35]([Cl:38])=[C:34]([C:39]([O:41]C)=[O:40])[CH:33]=3)=[O:30])[C:11]2=[O:43])=[O:8])=[CH:3][CH:4]=[CH:5][CH:6]=1.O.[OH-].[Li+].O1CCCC1>CO>[Cl:38][C:35]1[CH:36]=[CH:37][C:32]([NH:31][C:29]([NH:28][CH:12]2[C:11](=[O:43])[N:10]([CH2:9][C:7]([C:2]3[C:1]([CH3:44])=[CH:6][CH:5]=[CH:4][CH:3]=3)=[O:8])[C:16]3[CH:17]=[C:18]([CH3:21])[CH:19]=[CH:20][C:15]=3[N:14]([C:22](=[O:27])[C:23]([CH3:25])([CH3:24])[CH3:26])[CH2:13]2)=[O:30])=[CH:33][C:34]=1[C:39]([OH:41])=[O:40] |f:1.2.3|. Procedure details: 1-[1-(2-Toluoylmethyl)-2-oxo-5-pivaloyl-8-methyl-1,3,4,5-tetrahydro-2H-1,5-benzodiazepin-3-yl]-3-(3-methoxycarbonyl-4-chlorophenyl)urea (691 mg) was dissolved in methanol (30 ml), aqueous lithium hydroxide monohydrate (234 mg) solution (15 ml) and tetrahydrofuran (15 ml) were added, the mixture was refluxed for one hour. The reaction mixture was concentrated under reduced pressure, 1N hydrochloric acid was added, and extracted with methylene chloride. The organic layer was dried over anhydrous m... The reactants are C(C=C)SC=1NC(=C(C1)C1=CC=C(C=C1)Cl)C1=CC=C(C=C1)Cl (2-allylthio-4,5-bis(4-chlorophenyl)pyrrole), N1=CC=CC2=CC=CC=C12 (quinoline), C(C)(=O)OC(C)=O (acetic anhydride). Reaction conditions: time 45 minute. Yields the product C(C)(=O)SC=1NC(=C(C1CC=C)C1=CC=C(C=C1)Cl)C1=CC=C(C=C1)Cl (2-Acetylthio-3-allyl-4,5-bis(4-chlorophenyl)pyrrole). RXN SMILES: C([S:4][C:5]1[NH:6][C:7]([C:17]2[CH:22]=[CH:21][C:20]([Cl:23])=[CH:19][CH:18]=2)=[C:8]([C:10]2[CH:15]=[CH:14][C:13]([Cl:16])=[CH:12][CH:11]=2)[CH:9]=1)C=C.N1C2C(=CC=CC=2)[CH:27]=[CH:26][CH:25]=1.C(O[C:38](=[O:40])[CH3:39])(=O)C>>[C:38]([S:4][C:5]1[NH:6][C:7]([C:17]2[CH:22]=[CH:21][C:20]([Cl:23])=[CH:19][CH:18]=2)=[C:8]([C:10]2[CH:15]=[CH:14][C:13]([Cl:16])=[CH:12][CH:11]=2)[C:9]=1[CH2:27][CH:26]=[CH2:25])(=[O:40])[CH3:39]. Procedure: A solution of 3.6 g (0.01 mole) of 2-allylthio-4,5-bis(4-chlorophenyl)pyrrole in 20 ml acetic anhydride was added dropwise to 20 ml quinoline preheated at 170°. The mixture was kept at 170° an additional 45 minutes, then cooled. Most of the acetic acid, acetic anhydride and quinoline were removed by distillation under reduced pressure. The residue was chromatographed on 125 g of Silic AR CC-7, eluting with toluene, to give, after recrystallization from hexane/methyl cyclohexane, 2.7 g of white p... Product: ClCCOC1=C(C=CC(=C1)F)C(C)=O (1-[2-(2-chloroethoxy)-4-fluorophenyl]ethanone). Procedure details: 40.5 ml of 1-bromo-2-chloroethane (490 mmol) are added to a solution of 25 g of 1-[2-hydroxy-4-fluorophenyl]ethanone (162 mmol) in 2-butanone (400 ml), followed by 45 g of potassium carbonate (320 mmol) and 1.26 g of potassium iodide (7.59 mmol). Run in CC(CC)=O (2-butanone). Reactants: [I-].[K+] (potassium iodide), BrCCCl (1-bromo-2-chloroethane), OC1=C(C=CC(=C1)F)C(C)=O (1-[2-hydroxy-4-fluorophenyl]ethanone), C([O-])([O-])=O.[K+].[K+] (potassium carbonate). Reaction SMILES: Br[CH2:2][CH2:3][Cl:4].[OH:5][C:6]1[CH:11]=[C:10]([F:12])[CH:9]=[CH:8][C:7]=1[C:13](=[O:15])[CH3:14].C(=O)([O-])[O-].[K+].[K+].[I-].[K+]>CC(=O)CC>[Cl:4][CH2:3][CH2:2][O:5][C:6]1[CH:11]=[C:10]([F:12])[CH:9]=[CH:8][C:7]=1[C:13](=[O:15])[CH3:14] |f:2.3.4,5.6|. The reactants are C1(=CC=CC=C1)CN1S(=O)(=O)C2=CC=CC=C2C1=O (N-(Phenylmethyl)saccharin), S1(=O)(=O)NC(=O)C2=CC=CC=C12 (saccharin), [H-].[Na+] (NaH), O(C1=CC=CC=C1)CCCCBr (4-phenoxy-butyl bromide). Solvent: CN(C)C=O (DMF). The product is O(C1=CC=CC=C1)CCCCN1S(=O)(=O)C2=CC=CC=C2C1=O (N-(4-Phenoxy-butyl)saccharin). Isolated yield 67.0%. Reaction SMILES: [C:1]1([CH2:7][N:8]2[C:18](=[O:19])[C:17]3[C:12](=[CH:13][CH:14]=[CH:15][CH:16]=3)[S:9]2(=[O:11])=[O:10])[CH:6]=[CH:5]C=CC=1.S1(C2C(=CC=CC=2)C(=O)N1)(=O)=O.[H-].[Na+].[O:34](CCCCBr)[C:35]1[CH:40]=[CH:39][CH:38]=[CH:37][CH:36]=1>CN(C=O)C>[O:34]([CH2:5][CH2:6][CH2:1][CH2:7][N:8]1[C:18](=[O:19])[C:17]2[C:12](=[CH:13][CH:14]=[CH:15][CH:16]=2)[S:9]1(=[O:10])=[O:11])[C:35]1[CH:40]=[CH:39][CH:38]=[CH:37][CH:36]=1 |f:2.3|. Procedure details: The synthesis was carried out analogous to the preparation of 83.1 using 82 (0.23 g, 1.25 mmol), NaH (0.030 g, 1.25 mmol) and 4-phenoxy-butyl bromide (0.115 g, 0.5 mmol) in DMF (5 mL). Purification by flash column chromatography on silica gel gave 83.2 (0.1 g, 67% yield) as a white solid (m p 92-94° C.).